This data is from the Open Reaction Database (ORD), a public repository of structured organic reaction records. The task is: describe an organic reaction: reactants, conditions, products, and yield Starting materials: CCOC(=O)/N=N/C(=O)OCC (DEAD), [N+](=O)([O-])C=1C=C(C=CC1)O (3-nitrophenol), COC[C@H](C)O ((2S)-1-methoxypropan-2-ol), C1(=CC=CC=C1)P(C1=CC=CC=C1)C1=CC=CC=C1 (triphenylphosphine), C(O)([O-])=O.[Na+] (sodium hydrogen carbonate). The solvent is C(Cl)Cl (DCM). Run at time 16 hour. Yields the product COC[C@@H](C)OC1=CC(=CC=C1)[N+](=O)[O-] (1-{[(1R)-2-Methoxy-1-methylethyl]oxy}-3-nitrobenzene). The yield is 65.8%. As a reaction SMILES: CCOC(/N=N/C(OCC)=O)=O.[N+:13]([C:16]1[CH:17]=[C:18]([OH:22])[CH:19]=[CH:20][CH:21]=1)([O-:15])=[O:14].[CH3:23][O:24][CH2:25][C@@H:26](O)[CH3:27].C1(P(C2C=CC=CC=2)C2C=CC=CC=2)C=CC=CC=1.C(=O)([O-])O.[Na+]>C(Cl)Cl>[CH3:23][O:24][CH2:25][C@H:26]([O:22][C:18]1[CH:19]=[CH:20][CH:21]=[C:16]([N+:13]([O-:15])=[O:14])[CH:17]=1)[CH3:27] |f:4.5|. Reported procedure: DEAD (1.97 mL, 10.8 mmol) was added dropwise to a stirred mixture of 3-nitrophenol (2.50 g, 18 mmol), (2S)-1-methoxypropan-2-ol (648 mg, 7.2 mmol) and triphenylphosphine (2.84 g, 10.8 mmol) in DCM (10 ml). The reaction mixture was stirred for 16 h then treated with saturated aqueous sodium hydrogen carbonate solution. The resultant mixture was partitioned and the organics were washed with 1M NaOH, dried and concentrated by evaporation. The residue was triturated with 1:1 EtOAC/hexanes. and filte... Starting materials: FC=1C=C(C=CC1)O (3-fluorophenol), O (water), FC=1C(=NC(=NC1)F)F (trifluoropyrimidine), C([O-])([O-])=O.[K+].[K+] (potassium carbonate). Solvent: C(C)#N (acetonitrile), C(C)#N (acetonitrile). Run at temperature 10 celsius, time 18 hour. The product is FC=1C=NC(=NC1F)OC1=CC(=CC=C1)F (5,6-Difluoro-(3-fluorophenoxy)-pyrimidine). RXN SMILES: [F:1][C:2]1[C:3]([F:9])=[N:4][C:5](F)=[N:6][CH:7]=1.C(=O)([O-])[O-].[K+].[K+].[F:16][C:17]1[CH:18]=[C:19]([OH:23])[CH:20]=[CH:21][CH:22]=1.O>C(#N)C>[F:1][C:2]1[CH:7]=[N:6][C:5]([O:23][C:19]2[CH:20]=[CH:21][CH:22]=[C:17]([F:16])[CH:18]=2)=[N:4][C:3]=1[F:9] |f:1.2.3|. Reported procedure: 11.38 g (0.085 mol) of trifluoropyrimidine are dissolved in 240 ml of acetonitrile and admixed with 15.26 g (0.11 mol) of potassium carbonate, and the mixture is cooled to 10° C. Under argon, a solution of 9.52 g (0.085 mol) of 3-fluorophenol in 80 ml of acetonitrile is added dropwise. The mixture is then stirred under argon, without further cooling, for another 18 hours. The mixture is poured into 1 litre of water and extracted three times with in each case 150 ml of ethyl acetate, and the orga... The reactants are CC=O, O=CO, O=C(O)c1cn(CCF)c2nc(N3CCNCC3)c(F)cc2c1=O. Product: CCN1CCN(c2nc3c(cc2F)c(=O)c(C(=O)O)cn3CCF)CC1. RXN SMILES: [CH:25]([CH3:26])=[O:27].[CH:28]([OH:29])=[O:30].[F:1][c:2]1[cH:3][c:4]2[c:5](=[O:24])[c:6]([C:21](=[O:22])[OH:23])[cH:7][n:8]([CH2:18][CH2:19][F:20])[c:9]2[n:10][c:11]1[N:12]1[CH2:13][CH2:14][NH:15][CH2:16][CH2:17]1>>[F:1][c:2]1[cH:3][c:4]2[c:5](=[O:24])[c:6]([C:21](=[O:22])[OH:23])[cH:7][n:8]([CH2:18][CH2:19][F:20])[c:9]2[n:10][c:11]1[N:12]1[CH2:13][CH2:14][N:15]([CH2:25][CH3:26])[CH2:16][CH2:17]1.